Task: describe an organic reaction: reactants, conditions, products, and yield. Dataset: the Open Reaction Database (ORD), a public repository of structured organic reaction records Starting materials: CC(CO)(CCO)C (2,2-dimethylbutane-1,4-diol), N1C=NC=C1 (imidazole), [Si](C)(C)(C(C)(C)C)Cl (tert-butyldimethylsilyl chloride). Solvent: C1CCOC1 (THF). Run at time 16 hour. Yields the product [Si](C)(C)(C(C)(C)C)OCCC(CO)(C)C (4-{[tert-butyl(dimethyl)silyl]oxy}-2,2-dimethylbutan-1-ol). The yield is 73.3%. Reaction SMILES: [CH3:1][C:2]([CH3:8])([CH2:5][CH2:6][OH:7])[CH2:3][OH:4].N1C=CN=C1.[Si:14](Cl)([C:17]([CH3:20])([CH3:19])[CH3:18])([CH3:16])[CH3:15]>C1COCC1>[Si:14]([O:7][CH2:6][CH2:5][C:2]([CH3:8])([CH3:1])[CH2:3][OH:4])([C:17]([CH3:20])([CH3:19])[CH3:18])([CH3:16])[CH3:15]. Procedure details: To a solution of the product from Example 9A (0.80 g, 6.8 mmol) and imidazole (0.462 g) in THF (8.0 mL) at room temperature was added tert-butyldimethylsilyl chloride (1.02 g), and the solution was stirred for 16 hours. The reaction mixture was partitioned between ethyl acetate and water, and the organic was washed with brine, dried over MgSO4, filtered and evaporated. The residue was purified by chromatography on silica gel, eluting with a gradient starting with 33% hexanes in chloroform and en... Starting materials: CC(C)C[Al+]CC(C)C, Cc1ccccc1, [H-], [Mg+2], O=S(=O)([O-])[O-], C1CCOC1, O, CCOC(=O)c1c[nH]c(-c2ccccn2)c1. Yields the product OCc1c[nH]c(-c2ccccn2)c1. As a reaction SMILES: [CH2:18]([Al+:19][CH2:20][CH:21]([CH3:22])[CH3:23])[CH:24]([CH3:25])[CH3:26].[CH3:39][c:40]1[cH:41][cH:42][cH:43][cH:44][cH:45]1.[H-:17].[Mg+2:28].[O-:29][S:30](=[O:31])(=[O:32])[O-:33].[O:34]1[CH2:35][CH2:36][CH2:37][CH2:38]1.[OH2:27].[n:1]1[c:2](-[c:7]2[cH:8][c:9]([C:12](=[O:13])[O:14][CH2:15][CH3:16])[cH:10][nH:11]2)[cH:3][cH:4][cH:5][cH:6]1>>[n:1]1[c:2](-[c:7]2[cH:8][c:9]([CH2:12][OH:13])[cH:10][nH:11]2)[cH:3][cH:4][cH:5][cH:6]1.